From a dataset of the Open Reaction Database (ORD), a public repository of structured organic reaction records. describe an organic reaction: reactants, conditions, products, and yield The reactants are [Br-], CN(C)C=O, FC(F)(F)C(F)(F)C(F)(F)C(F)(F)C(F)(F)C(F)(F)C(F)(F)C(F)(F)I, [Na+], [Na+], [Na], [OH-], O, O=S(O)CO. Product: FC(F)(F)C(F)(F)C(F)(F)C(F)(F)C(F)(F)C(F)(F)C(F)(F)C(F)(F)Br. Reaction SMILES: [Br-:28].[CH3:38][N:39]([CH3:40])[CH:41]=[O:42].[I:1][C:2]([C:3]([C:4]([C:5]([C:6]([C:7]([C:8]([C:9]([F:10])([F:11])[F:12])([F:13])[F:14])([F:15])[F:16])([F:17])[F:18])([F:19])[F:20])([F:21])[F:22])([F:23])[F:24])([F:25])[F:26].[Na+:27].[Na+:36].[Na:29].[OH-:35].[OH2:37].[OH:30][CH2:31][S:32]([OH:33])=[O:34]>>[C:2]([C:3]([C:4]([C:5]([C:6]([C:7]([C:8]([C:9]([F:10])([F:11])[F:12])([F:13])[F:14])([F:15])[F:16])([F:17])[F:18])([F:19])[F:20])([F:21])[F:22])([F:23])[F:24])([F:25])([F:26])[Br:28]. Starting materials: C[Si](CCOCN1C=CC=2C1=NC=CC2)(C)C (1-(2-trimethylsilylethoxymethyl)-1H-pyrrolo[2,3-b]pyridine), [Li]CCCC (n-BuLi), [Cl-].[NH4+] (ammonium chloride), C(CCC)[Sn](CCCC)(CCCC)Cl (tributyltin chloride). The solvent is C1CCOC1 (THF), C1CCCCC1 (cyclohexane). Conditions: temperature -20 celsius, time 10 minute. Product: C[Si](CCOCN1C(=CC=2C1=NC=CC2)[Sn](CCCC)(CCCC)CCCC)(C)C (N-(2-Trimethylsilyl-1-ethoxymethyl)-2-(tributylstannyl)-1H-pyrrolo[2,3-b]pyridine). Isolated yield 64.7%. RXN SMILES: [CH3:1][Si:2]([CH3:17])([CH3:16])[CH2:3][CH2:4][O:5][CH2:6][N:7]1[C:11]2=[N:12][CH:13]=[CH:14][CH:15]=[C:10]2[CH:9]=[CH:8]1.[Li]CCCC.[CH2:23]([Sn:27](Cl)([CH2:32][CH2:33][CH2:34][CH3:35])[CH2:28][CH2:29][CH2:30][CH3:31])[CH2:24][CH2:25][CH3:26].[Cl-].[NH4+]>C1COCC1.C1CCCCC1>[CH3:1][Si:2]([CH3:17])([CH3:16])[CH2:3][CH2:4][O:5][CH2:6][N:7]1[C:11]2=[N:12][CH:13]=[CH:14][CH:15]=[C:10]2[CH:9]=[C:8]1[Sn:27]([CH2:28][CH2:29][CH2:30][CH3:31])([CH2:32][CH2:33][CH2:34][CH3:35])[CH2:23][CH2:24][CH2:25][CH3:26] |f:3.4|. Reported procedure: To a solution of 1-(2-trimethylsilylethoxymethyl)-1H-pyrrolo[2,3-b]pyridine (500 mg, 0.0020129 mol) in THF (5 mL) at −10° C. was added a 2.0 M of n-BuLi in cyclohexane (1.2 mL). After 10 min at −10° C., the mixture was cooled to −20° C. and tributyltin chloride (0.65 mL, 0.0024 mol) was added. The mixture was stirred at rt for 1 h, the poured into a 5% aqueous ammonium chloride (20 mL), extracted with EtOAc (3×20 mL) and the combined extracts dried over anhydrous MgSO4 and concentrated in vacuo.... Starting materials: COS(=O)(=O)O, Fc1ccc2c(c1)NC(=S)c1cscc1N2, [K+], [OH-]. Yields the product CSC1=Nc2cc(F)ccc2Nc2cscc21. RXN SMILES: [CH3:19][O:20][S:21](=[O:22])(=[O:23])[OH:24].[F:1][c:2]1[cH:3][cH:4][c:5]2[c:6]([cH:16]1)[NH:7][C:8](=[S:15])[c:9]1[c:10]([cH:12][s:13][cH:14]1)[NH:11]2.[K+:18].[OH-:17]>>[F:1][c:2]1[cH:3][cH:4][c:5]2[c:6]([cH:16]1)[N:7]=[C:8]([S:15][CH3:19])[c:9]1[c:10]([cH:12][s:13][cH:14]1)[NH:11]2. Starting materials: COc1ccc2c(c1)OCC(c1ccccc1)C2c1ccc(OCCCN2CCCCC2)cc1, Cl, c1ccncc1. Product: Oc1ccc2c(c1)OCC(c1ccccc1)C2c1ccc(OCCCN2CCCCC2)cc1. Reaction SMILES: [CH3:1][O:2][c:3]1[cH:4][cH:5][c:6]2[c:11]([cH:12]1)[O:10][CH2:9][CH:8]([c:13]1[cH:14][cH:15][cH:16][cH:17][cH:18]1)[CH:7]2[c:19]1[cH:20][cH:21][c:22]([O:25][CH2:26][CH2:27][CH2:28][N:29]2[CH2:30][CH2:31][CH2:32][CH2:33][CH2:34]2)[cH:23][cH:24]1.[ClH:35].[n:36]1[cH:37][cH:38][cH:39][cH:40][cH:41]1>>[OH:2][c:3]1[cH:4][cH:5][c:6]2[c:11]([cH:12]1)[O:10][CH2:9][CH:8]([c:13]1[cH:14][cH:15][cH:16][cH:17][cH:18]1)[CH:7]2[c:19]1[cH:20][cH:21][c:22]([O:25][CH2:26][CH2:27][CH2:28][N:29]2[CH2:30][CH2:31][CH2:32][CH2:33][CH2:34]2)[cH:23][cH:24]1. The reactants are S1C=NC=C1 (thiazole), C(CCC)[Li] (n-butyllithium), hexanes, CC(=O)C (Acetone). Solvent: CCOCC (ether). Conditions: time 30 minute. The product is OC(C)(C)C=1SC=CN1 (2-(1-hydroxy-1-methylethyl) thiazole). As a reaction SMILES: [S:1]1[CH:5]=[CH:4][N:3]=[CH:2]1.C([Li])CCC.[CH3:11][C:12]([CH3:14])=[O:13]>CCOCC>[OH:13][C:12]([C:2]1[S:1][CH:5]=[CH:4][N:3]=1)([CH3:14])[CH3:11]. Reported procedure: To a solution of thiazole in ether (1 mL/mmol) at −78° C. was added 2.2M n-butyllithium in hexanes (1.1 eq) and the resulting mixture was stirred for 30 minutes. Acetone (1.2 eq) was added and the mixture was stirred at −78° C. for a further 30 minutes. The mixture was quenched in the cold with saturated aqueous ammonium chloride solution and warmed to room temperature, then partitioned between ether and water. The organic phase was dried and evaporated to yield the crude product as an orange-br... Starting materials: CCOC(=O)COc1c(C)cccc1COc1ccc(Br)c(OCc2ccc3ccccc3n2)c1, CS(C)=O. Yields the product Cc1cccc(COc2ccc(Br)c(OCc3ccc4ccccc4n3)c2)c1OCC(=O)O. As a reaction SMILES: [Br:1][c:2]1[c:3]([O:24][CH2:25][c:26]2[n:27][c:28]3[cH:29][cH:30][cH:31][cH:32][c:33]3[cH:34][cH:35]2)[cH:4][c:5]([O:6][CH2:7][c:8]2[c:9]([O:10][CH2:11][C:12](=[O:13])[O:14][CH2:15][CH3:16])[c:17]([CH3:21])[cH:18][cH:19][cH:20]2)[cH:22][cH:23]1.[CH3:36][S:37]([CH3:38])=[O:39]>>[Br:1][c:2]1[c:3]([O:24][CH2:25][c:26]2[n:27][c:28]3[cH:29][cH:30][cH:31][cH:32][c:33]3[cH:34][cH:35]2)[cH:4][c:5]([O:6][CH2:7][c:8]2[c:9]([O:10][CH2:11][C:12](=[O:13])[OH:14])[c:17]([CH3:21])[cH:18][cH:19][cH:20]2)[cH:22][cH:23]1.